From a dataset of the Open Reaction Database (ORD), a public repository of structured organic reaction records. describe an organic reaction: reactants, conditions, products, and yield Starting materials: ClC1=NOC(=N1)C1CN(CC(C1)C1=CC=C(C=C1)CC)C(=O)N1CCC(CC1)O ([3-(3-Chloro-1,2,4-oxadiazol-5-yl)-5-(4-ethylphenyl)piperidin-1-yl](4-hydroxypiperidin-1-yl)-methanone), N1CCC1 (azetidine). Run in C(C)O (ethanol). Conditions: time 2 hour. Yields the product N1(CCC1)C1=NOC(=N1)C1CN(CC(C1)C1=CC=C(C=C1)CC)C(=O)N1CCC(CC1)O ({3-[3-(Azetidin-1-yl)-1,2,4-oxadiazol-5-yl]-5-(4-ethylphenyl)piperidin-1-yl}(4-hydroxypiperidin-1-yl)methanone). As a reaction SMILES: Cl[C:2]1[N:6]=[C:5]([CH:7]2[CH2:12][CH:11]([C:13]3[CH:18]=[CH:17][C:16]([CH2:19][CH3:20])=[CH:15][CH:14]=3)[CH2:10][N:9]([C:21]([N:23]3[CH2:28][CH2:27][CH:26]([OH:29])[CH2:25][CH2:24]3)=[O:22])[CH2:8]2)[O:4][N:3]=1.[NH:30]1[CH2:33][CH2:32][CH2:31]1>C(O)C>[N:30]1([C:2]2[N:6]=[C:5]([CH:7]3[CH2:12][CH:11]([C:13]4[CH:18]=[CH:17][C:16]([CH2:19][CH3:20])=[CH:15][CH:14]=4)[CH2:10][N:9]([C:21]([N:23]4[CH2:28][CH2:27][CH:26]([OH:29])[CH2:25][CH2:24]4)=[O:22])[CH2:8]3)[O:4][N:3]=2)[CH2:33][CH2:32][CH2:31]1. Reported procedure: To a solution of 80.0 mg (0.174 mmol) of the oxadiazole from Example 25A in 1.10 ml of ethanol were added 198 mg (3.48 mmol) of azetidine, and then the reaction mixture was stirred in the microwave at 80 for 2 h. The solvent was removed under reduced pressure and the crude product was purified by means of preparative HPLC. Yield: 46.9 mg (61% of theory) Starting materials: FC(C(=O)NC1CNCC1)(F)F (3-trifluoroacetylaminopyrrolidine), C(C)O (ethanol), ClC1=C(C=C2C(C(=CN(C2=N1)C=C)C(=O)OCC)=O)F (ethyl 7-chloro-6-fluoro-1,4-dihydro-4-oxo-1-vinyl-1,8-naphthyridine-3-carboxylate). The solvent is C(C)N(CC)CC (triethylamine). Product: FC=1C=C2C(C(=CN(C2=NC1N1CC(CC1)NC(C(F)(F)F)=O)C=C)C(=O)OCC)=O (ethyl 6-fluoro-7-(3-trifluoroacetylamino-1-pyrrolidinyl)-1,4-dihydro-4-oxo-1-vinyl-1,8-naphthyridine-3-carboxylate). Yield: 84.8%. Reaction SMILES: [F:1][C:2]([F:12])([F:11])[C:3]([NH:5][CH:6]1[CH2:10][CH2:9][NH:8][CH2:7]1)=[O:4].C(O)C.Cl[C:17]1[N:26]=[C:25]2[C:20]([C:21](=[O:34])[C:22]([C:29]([O:31][CH2:32][CH3:33])=[O:30])=[CH:23][N:24]2[CH:27]=[CH2:28])=[CH:19][C:18]=1[F:35]>C(N(CC)CC)C>[F:35][C:18]1[CH:19]=[C:20]2[C:25](=[N:26][C:17]=1[N:8]1[CH2:9][CH2:10][CH:6]([NH:5][C:3](=[O:4])[C:2]([F:1])([F:11])[F:12])[CH2:7]1)[N:24]([CH:27]=[CH2:28])[CH:23]=[C:22]([C:29]([O:31][CH2:32][CH3:33])=[O:30])[C:21]2=[O:34]. Procedure: A mixture of 3-trifluoroacetylaminopyrrolidine (5.46 g), ethanol (60 ml) and triethylamine (3 g) was added to ethyl 7-chloro-6-fluoro-1,4-dihydro-4-oxo-1-vinyl-1,8-naphthyridine-3-carboxylate (5.93 g) obtained according to Reference Example 1. The mixture was heated under reflux for one hour. After ice-cooling, the resulting crystals were collected by filtration and washed with ethanol. Recrystallization of the crude crystals from ethanol-chloroform gave 7.5 g of ethyl 6-fluoro-7-(3-trifluoroace...